From a dataset of the Open Reaction Database (ORD), a public repository of structured organic reaction records. describe an organic reaction: reactants, conditions, products, and yield Reactants: O=C1C(=CN=C(N1)NC1=CC(=CC=C1)C(F)(F)F)C(=O)O (1,6-dihydro-6-oxo-2-(3-trifluoromethylanilino)-5-pyrimidinecarboxylic acid), C(O)([O-])=O.[Na+] (Sodium hydrogen carbonate), C(C)O (ethanol). The solvent is O (water). Reaction conditions: time 8 hour. The product is O=C1C(=CN=C(N1)NC1=CC(=CC=C1)C(F)(F)F)C(=O)[O-].[Na+] (sodium 1,6-dihydro-6-oxo-2-(3-trifluoromethylanilino)-5-pyrimidinecarboxylate). Yield: 76.6%. As a reaction SMILES: C(=O)([O-])O.[Na+:5].[O:6]=[C:7]1[NH:12][C:11]([NH:13][C:14]2[CH:19]=[CH:18][CH:17]=[C:16]([C:20]([F:23])([F:22])[F:21])[CH:15]=2)=[N:10][CH:9]=[C:8]1[C:24]([OH:26])=[O:25].C(O)C>O>[O:6]=[C:7]1[NH:12][C:11]([NH:13][C:14]2[CH:19]=[CH:18][CH:17]=[C:16]([C:20]([F:22])([F:23])[F:21])[CH:15]=2)=[N:10][CH:9]=[C:8]1[C:24]([O-:26])=[O:25].[Na+:5] |f:0.1,5.6|. Procedure: Sodium hydrogen carbonate (0.82 g) is dissolved in water (50 ml), and thereto is added 1,6-dihydro-6-oxo-2-(3-trifluoromethylanilino)-5-pyrimidinecarboxylic acid (3 g), and the mixture is heated. After foaming is finished, ethanol is added to the reaction mixture, and the solution is allowed to stand overnight. The precipitate is collected by filtration and recrystallized from a mixture of methanol and water to give sodium 1,6-dihydro-6-oxo-2-(3-trifluoromethylanilino)-5-pyrimidinecarboxylate (2... Starting materials: C(=O)(O)C1(CCOC2=C1C=C(C=C2)[N+](=O)[O-])CC(=O)O (4-carboxy-3,4-dihydro-6-nitro-2H-1-benzopyran-4-acetic acid), S(O)(O)(=O)=O (sulfuric acid). The reagents and catalysts are [Pd] (palladium on carbon). Run in C(C)O (ethanol). Run at time 2 hour. Yields the product NC=1C=CC2=C(C(CCO2)(CC(=O)O)C(=O)O)C1 (6-Amino-4-carboxy-3,4-dihydro-2H-1-benzopyran-4-acetic acid). The yield is 73.9%. Reaction SMILES: [C:1]([C:4]1([CH2:17][C:18]([OH:20])=[O:19])[C:9]2[CH:10]=[C:11]([N+:14]([O-])=O)[CH:12]=[CH:13][C:8]=2[O:7][CH2:6][CH2:5]1)([OH:3])=[O:2].S(=O)(=O)(O)O>[Pd].C(O)C>[NH2:14][C:11]1[CH:12]=[CH:13][C:8]2[O:7][CH2:6][CH2:5][C:4]([C:1]([OH:3])=[O:2])([CH2:17][C:18]([OH:20])=[O:19])[C:9]=2[CH:10]=1. Procedure details: A mixture of 4-carboxy-3,4-dihydro-6-nitro-2H-1-benzopyran-4-acetic acid (4.1 g, 14 mmol), 10% palladium on carbon (1.6 g) and sulfuric acid (1 mL) in ethanol is hydrogenated at 45 psi for 2 hours and filtered through diatomaceous earth. The filtrate is concentrated in vacuo to obtain the title product as a tan solid (2.6 g) which is identified by 1H and 13CNMR spectral analyses. The reactants are C1(=CC=CC=C1)N1CCC(CC1)N (1-Phenylpiperidin-4-ylamine), C(=O)C1=CN=CN1CC1=CC=C(C#N)C=C1 (4-(5-formylimidazol-1-ylmethyl)benzonitrile), C(C)(=O)O[BH-](OC(C)=O)OC(C)=O.[Na+] (sodium triacetoxyborohydride), C(=O)(O)[O-].[Na+] (NaHCO3), C(C)(=O)O (acetic acid), Cl (HCl). The solvent is ClCCCl (1,2-dichloroethane), C(C)#N (acetonitrile). Reaction conditions: time 2 hour. Yields the product Cl.C1(=CC=CC=C1)N1CCC(CC1)NCC1=CN=CN1CC1=CC=C(C#N)C=C1 (4-{5-[(1-Phenylpiperidin-4-ylamino)methyl]imidazol-1-ylmethyl }benzonitrile hydrochloride). Reaction SMILES: [C:1]1([N:7]2[CH2:12][CH2:11][CH:10]([NH2:13])[CH2:9][CH2:8]2)[CH:6]=[CH:5][CH:4]=[CH:3][CH:2]=1.[CH:14]([C:16]1[N:20]([CH2:21][C:22]2[CH:29]=[CH:28][C:25]([C:26]#[N:27])=[CH:24][CH:23]=2)[CH:19]=[N:18][CH:17]=1)=O.C(O)(=O)C.C(O[BH-](OC(=O)C)OC(=O)C)(=O)C.[Na+].C([O-])(O)=O.[Na+].[ClH:53]>ClCCCl.C(#N)C>[ClH:53].[C:1]1([N:7]2[CH2:8][CH2:9][CH:10]([NH:13][CH2:14][C:16]3[N:20]([CH2:21][C:22]4[CH:29]=[CH:28][C:25]([C:26]#[N:27])=[CH:24][CH:23]=4)[CH:19]=[N:18][CH:17]=3)[CH2:11][CH2:12]2)[CH:6]=[CH:5][CH:4]=[CH:3][CH:2]=1 |f:3.4,5.6,10.11|. Procedure details: 1-Phenylpiperidin-4-ylamine (75 mg, 0.43 mmol) (from Example 123) and 4-(5-formylimidazol-1-ylmethyl)benzonitrile (99 mg, 0.47 mmol) were dissolved in 1,2-dichloroethane (2 mL) and acetic acid (49 μL, 0.86 mmol) was added. The mixture was stirred for 2 hrs at room temperature, then sodium triacetoxyborohydride (117 mg, 0.55 mmol) was added, then the reaction mixture was stirred at room temperature for 18 hrs. Sat. NaHCO3 (aq) (30 mL) was added, and the organic layer was extracted. The aqueous ph... Reactants: CC(C)(C)[Si](O[C@H](C(=O)Cl)C)(C)C ((2S)-2-((1,1-dimethylethyl)dimethylsilyloxy)propanoyl chloride), [H-].[Na+] (sodium hydride), C(=C)C1CCC(N1)=O (5-vinylpyrrolidin-2-one), acid chloride. Run in O1CCCC1 (tetrahydrofuran), C(Cl)Cl (methylene chloride), O1CCCC1 (tetrahydrofuran), O1CCCC1 (tetrahydrofuran). Conditions: temperature 25 celsius. The product is CC(C)(C)[Si](O[C@H](C(=O)N1C(CC[C@H]1C=C)=O)C)(C)C ((5S)-N-((2S)-2-((1,1-dimethylethyl)dimethylsilyloxy)propanoyl)-5-ethenylpyrrolidin-2-one). Isolated yield 52.3%. As a reaction SMILES: [H-].[Na+].[CH:3]([CH:5]1[NH:9][C:8](=[O:10])[CH2:7][CH2:6]1)=[CH2:4].[CH3:11][C:12]([Si:15]([CH3:23])([CH3:22])[O:16][C@@H:17]([CH3:21])[C:18](Cl)=[O:19])([CH3:14])[CH3:13]>O1CCCC1.C(Cl)Cl>[CH3:13][C:12]([Si:15]([CH3:23])([CH3:22])[O:16][C@@H:17]([CH3:21])[C:18]([N:9]1[C@H:5]([CH:3]=[CH2:4])[CH2:6][CH2:7][C:8]1=[O:10])=[O:19])([CH3:11])[CH3:14] |f:0.1|. Reported procedure: To 60% sodium hydride (336 mg, 10 mmol) in mineral oil) in tetrahydrofuran (20 mL) at 0° C. was added dropwise a solution of 5-vinylpyrrolidin-2-one (1.0 g, 9.0 mmol) in tetrahydrofuran (10 mL) over a 5 minute period. The cooling bath was removed and the solution was allowed to warm to 25° C. to ensure complete anion generation. To the anion at 25° C. was added dropwise a solution of (2S)-2-((1,1-dimethylethyl)dimethylsilyloxy)propanoyl chloride (2.23 g, 10 mmol) in tetrahydrofuran (10 mL) over ... Reactants: CO, Cc1oc(-c2ccccc2)nc1CC#N, [Co], [H][H]. Product: Cc1oc(-c2ccccc2)nc1CCN. Reaction SMILES: [CH3:19][OH:20].[CH3:1][c:2]1[c:3]([CH2:13][C:14]#[N:15])[n:4][c:5](-[c:7]2[cH:8][cH:9][cH:10][cH:11][cH:12]2)[o:6]1.[Co:18].[H:16][H:17]>>[CH3:1][c:2]1[c:3]([CH2:13][CH2:14][NH2:15])[n:4][c:5](-[c:7]2[cH:8][cH:9][cH:10][cH:11][cH:12]2)[o:6]1. Product: Cc1ccccc1Cc1ccc(Cl)nn1. Starting materials: Cc1ccccc1Cc1ccc(=O)[nH]n1, CC(C)=O, [NH4+], [OH-], O, O=P(Cl)(Cl)Cl. Reaction SMILES: [CH3:1][c:2]1[c:3]([CH2:4][c:5]2[cH:6][cH:7][c:8](=[O:11])[nH:9][n:10]2)[cH:12][cH:13][cH:14][cH:15]1.[CH3:23][C:24](=[O:25])[CH3:26].[NH4+:21].[OH-:22].[OH2:27].[P:16]([Cl:17])([Cl:18])([Cl:19])=[O:20]>>[CH3:1][c:2]1[c:3]([CH2:4][c:5]2[cH:6][cH:7][c:8]([Cl:18])[n:9][n:10]2)[cH:12][cH:13][cH:14][cH:15]1.